This data is from the Open Reaction Database (ORD), a public repository of structured organic reaction records. The task is: describe an organic reaction: reactants, conditions, products, and yield Starting materials: OCCCCCCO, CI, [H-], [Na+], C1CCOC1. Yields the product COCCCCCCO. RXN SMILES: [CH2:3]([CH2:4][CH2:5][CH2:6][CH2:7][CH2:8][OH:9])[OH:10].[CH3:11][I:12].[H-:1].[Na+:2].[O:13]1[CH2:14][CH2:15][CH2:16][CH2:17]1>>[CH2:3]([CH2:4][CH2:5][CH2:6][CH2:7][CH2:8][O:9][CH3:11])[OH:10]. Reactants: CC1=C(C(=NO1)C1=CC=CC=C1)C=1N=C2N(C=CC(=C2)C(=O)O)C1 (2-(5-methyl-3-phenyl-isoxazol-4-yl)-imidazo[1,2-a]pyridine-7-carboxylic acid), NCCCN1CCOCC1 (N-(3-aminopropyl)morpholine). The product is N1(CCOCC1)CCCNC(=O)C1=CC=2N(C=C1)C=C(N2)C=2C(=NOC2C)C2=CC=CC=C2 (2-(5-Methyl-3-phenyl-isoxazol-4-yl)-imidazo[1,2-a]pyridine-7-carboxylic acid (3-morpholin-4-yl-propyl)-amide). Yield: 76.0%. Reaction SMILES: [CH3:1][C:2]1[O:6][N:5]=[C:4]([C:7]2[CH:12]=[CH:11][CH:10]=[CH:9][CH:8]=2)[C:3]=1[C:13]1[N:14]=[C:15]2[CH:20]=[C:19]([C:21]([OH:23])=O)[CH:18]=[CH:17][N:16]2[CH:24]=1.[NH2:25][CH2:26][CH2:27][CH2:28][N:29]1[CH2:34][CH2:33][O:32][CH2:31][CH2:30]1>>[N:29]1([CH2:28][CH2:27][CH2:26][NH:25][C:21]([C:19]2[CH:18]=[CH:17][N:16]3[CH:24]=[C:13]([C:3]4[C:4]([C:7]5[CH:8]=[CH:9][CH:10]=[CH:11][CH:12]=5)=[N:5][O:6][C:2]=4[CH3:1])[N:14]=[C:15]3[CH:20]=2)=[O:23])[CH2:34][CH2:33][O:32][CH2:31][CH2:30]1. Reported procedure: As described for Example 11b, 2-(5-methyl-3-phenyl-isoxazol-4-yl)-imidazo[1,2-a]pyridine-7-carboxylic acid (96 mg, 0.3 mmol) was converted, using N-(3-aminopropyl)morpholine instead of aminomethylcyclopropane, to the title compound (102 mg, 76%) which was obtained as an off-white foam. MS: m/e=446.3 [M+H]+. Starting materials: CCO, COC(=O)c1n[nH]cc1[N+](=O)[O-], [H][H], CN(C)C=O. Product: COC(=O)c1n[nH]cc1N. As a reaction SMILES: [CH3:15][CH2:16][OH:17].[CH3:1][O:2][C:3](=[O:4])[c:5]1[n:6][nH:7][cH:8][c:9]1[N+:10]([O-:11])=[O:12].[H:13][H:14].[O:18]=[CH:19][N:20]([CH3:21])[CH3:22]>>[CH3:1][O:2][C:3](=[O:4])[c:5]1[n:6][nH:7][cH:8][c:9]1[NH2:10]. The reactants are N1CCC(CC1)N1C(NC2=C(CC1)C=CC=C2)=O (3-(Piperidin-4-yl)-4,5-dihydro-1H-benzo[d][1,3]diazepin-2(3H)-one), BrC1=NNC=2C(=CC3=C(C12)CN(C([C@@H](C3)CC(=O)O)=O)CC(F)(F)F)Br ((S)-2-(1,4-Dibromo-8-oxo-9-(2,2,2-trifluoroethyl)-3,6,7,8,9,10-hexahydroazepino [3,4-e]indazol-7-yl)acetic acid), CN(C)C(=[N+](C)C)ON1C2=C(C=CC=C2)N=N1.[B-](F)(F)(F)F (TBTU), C(C)(C)N(C(C)C)CC (N,N-Diisopropylethylamine). Run in CN(C=O)C (N,N-dimethylformamide). Run at time 1 hour. The product is BrC1=NNC=2C(=CC3=C(C12)CN(C([C@@H](C3)CC(N3CCC(CC3)N3C(NC1=C(CC3)C=CC=C1)=O)=O)=O)CC(F)(F)F)Br ((S)-1,4-dibromo-7-(2-oxo-2-(4-(2-oxo-1,2,4,5-tetrahydrobenzo[d][1,3]diazepin-3-yl)piperidin-1-yl)ethyl)-9-(2,2,2-trifluoroethyl)-6,7,9,10-tetrahydroazepino[3,4-e]indazol-8(3H)-one). Yield: 67.0%. As a reaction SMILES: [Br:1][C:2]1[C:10]2[C:9]3[CH2:11][N:12]([CH2:21][C:22]([F:25])([F:24])[F:23])[C:13](=[O:20])[C@H:14]([CH2:16][C:17]([OH:19])=O)[CH2:15][C:8]=3[CH:7]=[C:6]([Br:26])[C:5]=2[NH:4][N:3]=1.C(N(CC)C(C)C)(C)C.CN(C(ON1N=NC2C=CC=CC1=2)=[N+](C)C)C.[B-](F)(F)(F)F.[NH:58]1[CH2:63][CH2:62][CH:61]([N:64]2[CH2:70][CH2:69][C:68]3[CH:71]=[CH:72][CH:73]=[CH:74][C:67]=3[NH:66][C:65]2=[O:75])[CH2:60][CH2:59]1>CN(C)C=O>[Br:1][C:2]1[C:10]2[C:9]3[CH2:11][N:12]([CH2:21][C:22]([F:25])([F:24])[F:23])[C:13](=[O:20])[C@H:14]([CH2:16][C:17](=[O:19])[N:58]4[CH2:59][CH2:60][CH:61]([N:64]5[CH2:70][CH2:69][C:68]6[CH:71]=[CH:72][CH:73]=[CH:74][C:67]=6[NH:66][C:65]5=[O:75])[CH2:62][CH2:63]4)[CH2:15][C:8]=3[CH:7]=[C:6]([Br:26])[C:5]=2[NH:4][N:3]=1 |f:2.3|. Reported procedure: (S)-2-(1,4-Dibromo-8-oxo-9-(2,2,2-trifluoroethyl)-3,6,7,8,9,10-hexahydroazepino [3,4-e]indazol-7-yl)acetic acid (52 mg, 0.104 mmol) was dissolved in N,N-dimethylformamide (1.5 mL). N,N-Diisopropylethylamine (70 μl, 0.402 mmol) was added to the mixture followed by TBTU (34.8 mg, 0.108 mmol). 3-(Piperidin-4-yl)-4,5-dihydro-1H-benzo[d][1,3]diazepin-2(3H)-one (35.4 mg, 0.144 mmol) was then added to the mixture. Reaction stirred at room temperature for 1 hour. Reaction was quenched with 50% acetonitr... The reactants are CC(C)(C)CCN=Cc1cccc(F)c1NCCN1CCOCC1, Cc1ccccc1, O=C(O)CC(S)C(=O)O. The product is CC(C)(C)CCN1C(=O)C(CC(=O)O)SC1c1cccc(F)c1NCCN1CCOCC1. As a reaction SMILES: [CH3:1][C:2]([CH2:3][CH2:4][N:5]=[CH:6][c:7]1[c:8]([NH:14][CH2:15][CH2:16][N:17]2[CH2:18][CH2:19][O:20][CH2:21][CH2:22]2)[c:9]([F:13])[cH:10][cH:11][cH:12]1)([CH3:23])[CH3:24].[CH3:34][c:35]1[cH:36][cH:37][cH:38][cH:39][cH:40]1.[SH:25][CH:26]([C:27](=[O:28])[OH:29])[CH2:30][C:31](=[O:32])[OH:33]>>[CH3:1][C:2]([CH2:3][CH2:4][N:5]1[CH:6]([c:7]2[c:8]([NH:14][CH2:15][CH2:16][N:17]3[CH2:18][CH2:19][O:20][CH2:21][CH2:22]3)[c:9]([F:13])[cH:10][cH:11][cH:12]2)[S:25][CH:26]([CH2:30][C:31](=[O:32])[OH:33])[C:27]1=[O:28])([CH3:23])[CH3:24]. The reactants are COC(=O)c1cc2cc([N+](=O)[O-])ccc2n1C, [Na+], O=C([O-])O, CN(C)C=O. Yields the product COC(=O)c1cc2cc(N)ccc2n1C. As a reaction SMILES: [CH3:1][O:2][C:3](=[O:4])[c:5]1[n:6]([CH3:17])[c:7]2[cH:8][cH:9][c:10]([N+:14]([O-:15])=[O:16])[cH:11][c:12]2[cH:13]1.[Na+:22].[O-:18][C:19]([OH:20])=[O:21].[O:23]=[CH:24][N:25]([CH3:26])[CH3:27]>>[CH3:1][O:2][C:3](=[O:4])[c:5]1[n:6]([CH3:17])[c:7]2[cH:8][cH:9][c:10]([NH2:14])[cH:11][c:12]2[cH:13]1.